This data is from the Open Reaction Database (ORD), a public repository of structured organic reaction records. The task is: describe an organic reaction: reactants, conditions, products, and yield Starting materials: C(CCCCCC)NC(NN)=S (4-n-heptyl-thiosemicarbazide), ClC1=C(C(CCl)=O)C=CC(=C1)Cl (2,4-dichlorophenacyl chloride). Yields the product Cl.ClC1=C(C=CC(=C1)Cl)C1=NN=C(SC1)NCCCCCCC (5-(2,4-Dichlorophenyl)-N-heptyl-6H-1,3,4-thiadiazin-2-amine monohydrochloride). RXN SMILES: [CH2:1]([NH:8][C:9](=[S:12])[NH:10][NH2:11])[CH2:2][CH2:3][CH2:4][CH2:5][CH2:6][CH3:7].[Cl:13][C:14]1[CH:23]=[C:22]([Cl:24])[CH:21]=[CH:20][C:15]=1[C:16](=O)[CH2:17]Cl>>[ClH:13].[Cl:13][C:14]1[CH:23]=[C:22]([Cl:24])[CH:21]=[CH:20][C:15]=1[C:16]1[CH2:17][S:12][C:9]([NH:8][CH2:1][CH2:2][CH2:3][CH2:4][CH2:5][CH2:6][CH3:7])=[N:10][N:11]=1 |f:2.3|. Reported procedure: 3.78 g (0.02 mole) of 4-n-heptyl-thiosemicarbazide and 4.67 g (0.02 mole) of 2,4-dichlorophenacyl chloride are reacted analogously to Example 1. After recrystallization from methanol/methyl acetate, 5.2 g of 5-(2,4-dichlorophenyl)-N-heptyl-6H-1,3,4-thiadiazin-2-amine monohydrochloride are produced. m.p. 175°-177° C. The reactants are O=C1CC(Br)c2ccccc21, [N-]=[N+]=[N-], [Na+], CN(C)C=O. The product is [N-]=[N+]=NC1CC(=O)c2ccccc21. Reaction SMILES: [Br:1][CH:2]1[CH2:3][C:4](=[O:11])[c:5]2[cH:6][cH:7][cH:8][cH:9][c:10]21.[N-:13]=[N+:14]=[N-:15].[Na+:12].[O:16]=[CH:17][N:18]([CH3:19])[CH3:20]>>[CH:2]1([N:13]=[N+:14]=[N-:15])[CH2:3][C:4](=[O:11])[c:5]2[cH:6][cH:7][cH:8][cH:9][c:10]21. Reactants: [Li]c1ccccc1 (effective_coupling_partner), COc3ccc2cc(N1CCCCC1)ccc2c3 (substrate). The reagents and catalysts are SIMes. Run at temperature 25 celsius, time 12 hour. Product: c4ccc(c3ccc2cc(N1CCCCC1)ccc2c3)cc4.